From a dataset of the Open Reaction Database (ORD), a public repository of structured organic reaction records. describe an organic reaction: reactants, conditions, products, and yield Reaction SMILES: [CH3:1][O:2][C:3]1[CH:4]=[C:5]2[C:10](=[CH:11][C:12]=1[O:13][CH2:14][C@@H:15]1[CH2:17][O:16]1)[N:9]=[CH:8][CH:7]=[C:6]2[O:18][C:19]1[C:20]([CH3:29])=[N:21][C:22]2[C:27]([CH:28]=1)=[CH:26][CH:25]=[CH:24][CH:23]=2.FC(F)(F)C(O)=[O:33].C(=O)([O-])O.[Na+]>ClCCl>[CH3:1][O:2][C:3]1[CH:4]=[C:5]2[C:10](=[CH:11][C:12]=1[O:13][CH2:14][C@@H:15]([OH:16])[CH2:17][OH:33])[N:9]=[CH:8][CH:7]=[C:6]2[O:18][C:19]1[C:20]([CH3:29])=[N:21][C:22]2[C:27]([CH:28]=1)=[CH:26][CH:25]=[CH:24][CH:23]=2 |f:2.3|. Reported procedure: (S)-6-Methoxy-4-(2-methyl-quinolin-3-yloxy)-7-oxiranylmethoxy-quinoline (30 mg) was dissolved in dichloromethane (1 ml) to prepare a solution. Trifluoroacetic acid (1 ml) was added dropwise to the solution at 0° C. The mixture was then stirred at room temperature for 3 hr. The reaction solution was made alkaline by the addition of a saturated aqueous sodium hydrogencarbonate solution and was extracted with ethyl acetate. The ethyl acetate layer was washed with water and was then dried over anhyd... Run at time 3 hour. The yield is 76.0%. Solvent: ClCCl (dichloromethane). Yields the product COC=1C=C2C(=CC=NC2=CC1OC[C@H](CO)O)OC=1C(=NC2=CC=CC=C2C1)C ((S)-3-[6-Methoxy-4-(2-methyl-quinolin-3-yloxy)-quinolin-7-yloxy]-propane-1,2-diol). Reactants: FC(C(=O)O)(F)F (Trifluoroacetic acid), COC=1C=C2C(=CC=NC2=CC1OC[C@H]1OC1)OC=1C(=NC2=CC=CC=C2C1)C ((S)-6-Methoxy-4-(2-methyl-quinolin-3-yloxy)-7-oxiranylmethoxy-quinoline), C(O)([O-])=O.[Na+] (sodium hydrogencarbonate). Reactants: COc1ccc(S(=O)(=O)Cl)cc1NC(C)=O, COc1ccc2[nH]cc(C)c2c1, [H-], [Na+], C1CCOC1. The product is COc1ccc2c(c1)c(C)cn2S(=O)(=O)c1ccc(OC)c(NC(C)=O)c1. As a reaction SMILES: [C:15]([CH3:16])(=[O:17])[NH:18][c:19]1[cH:20][c:21]([S:27](=[O:28])(=[O:29])[Cl:30])[cH:22][cH:23][c:24]1[O:25][CH3:26].[CH3:3][O:4][c:5]1[cH:6][c:7]2[c:8]([CH3:14])[cH:9][nH:10][c:11]2[cH:12][cH:13]1.[H-:1].[Na+:2].[O:31]1[CH2:32][CH2:33][CH2:34][CH2:35]1>>[CH3:3][O:4][c:5]1[cH:6][c:7]2[c:8]([CH3:14])[cH:9][n:10]([S:27]([c:21]3[cH:20][c:19]([NH:18][C:15]([CH3:16])=[O:17])[c:24]([O:25][CH3:26])[cH:23][cH:22]3)(=[O:28])=[O:29])[c:11]2[cH:12][cH:13]1. The product is C1OC=2C(=CC3=C(C=CC4=C5C=CC(=C(C5=C(N=C34)CCCCO)OCC3=CC=CC=C3)OC)C2)O1 (2,3-(methylenedioxy)-6-(4-hydroxybutyl)-7-benzyloxy-8-methoxy-benzo[c]phenanthridine). Procedure details: After 2,3-(methylenedioxy)-6-[4-(t-butyldimethylsiloxy)butyl]-7-benzyloxy-8-methoxy-benzo[c]phenanthridine (532 mg, 0.89 mmol) was dissolved in tetrahydrofuran (6 mL), acetic acid (102 μL, 1.78 mmol) and tetrabutylammonium fluoride (1M tetrahydrofuran solution, 1.78 mL) were added to the solution. The mixture was stirred at room temperature. The reaction solution was concentrated in vacuo. The residue was diluted with methylene chloride (30 mL), which was then washed with water. After the organi... The solvent is O1CCCC1 (tetrahydrofuran). As a reaction SMILES: [CH2:1]1[O:43][C:4]2=[CH:5][C:6]3[C:19]4[C:10](=[C:11]5[C:16](=[C:17]([CH2:20][CH2:21][CH2:22][CH2:23][O:24][Si](C(C)(C)C)(C)C)[N:18]=4)[C:15]([O:32][CH2:33][C:34]4[CH:39]=[CH:38][CH:37]=[CH:36][CH:35]=4)=[C:14]([O:40][CH3:41])[CH:13]=[CH:12]5)[CH:9]=[CH:8][C:7]=3[CH:42]=[C:3]2[O:2]1.C(O)(=O)C.[F-].C([N+](CCCC)(CCCC)CCCC)CCC>O1CCCC1>[CH2:1]1[O:43][C:4]2=[CH:5][C:6]3[C:19]4[C:10](=[C:11]5[C:16](=[C:17]([CH2:20][CH2:21][CH2:22][CH2:23][OH:24])[N:18]=4)[C:15]([O:32][CH2:33][C:34]4[CH:39]=[CH:38][CH:37]=[CH:36][CH:35]=4)=[C:14]([O:40][CH3:41])[CH:13]=[CH:12]5)[CH:9]=[CH:8][C:7]=3[CH:42]=[C:3]2[O:2]1 |f:2.3|. Yield: 86.8%. Reactants: C(C)(=O)O (acetic acid), [F-].C(CCC)[N+](CCCC)(CCCC)CCCC (tetrabutylammonium fluoride), C1OC=2C(=CC3=C(C=CC4=C5C=CC(=C(C5=C(N=C34)CCCCO[Si](C)(C)C(C)(C)C)OCC3=CC=CC=C3)OC)C2)O1 (2,3-(methylenedioxy)-6-[4-(t-butyldimethylsiloxy)butyl]-7-benzyloxy-8-methoxy-benzo[c]phenanthridine). The reactants are O=C([O-])[O-], CS(=O)(=O)OCCOS(C)(=O)=O, [Cs+], [Cs+], CN(C)C=O, COc1ccc(O)c(C=O)c1. The product is COc1ccc(OCCOS(C)(=O)=O)c(C=O)c1. Reaction SMILES: [C:12](=[O:13])([O-:14])[O-:15].[CH3:18][S:19](=[O:20])(=[O:21])[O:22][CH2:23][CH2:24][O:25][S:26]([CH3:27])(=[O:28])=[O:29].[Cs+:16].[Cs+:17].[O:30]=[CH:31][N:32]([CH3:33])[CH3:34].[OH:1][c:2]1[c:3]([CH:4]=[O:5])[cH:6][c:7]([O:10][CH3:11])[cH:8][cH:9]1>>[O:1]([c:2]1[c:3]([CH:4]=[O:5])[cH:6][c:7]([O:10][CH3:11])[cH:8][cH:9]1)[CH2:24][CH2:23][O:22][S:19]([CH3:18])(=[O:20])=[O:21]. Reactants: CN(C)C=O, CC(OS(C)(=O)=O)C(Cc1ccc(Cl)cc1)c1ccccc1, [N-]=[N+]=[N-], [Na+], O. Product: CC(N=[N+]=[N-])C(Cc1ccc(Cl)cc1)c1ccccc1. As a reaction SMILES: [CH3:28][N:29]([CH3:30])[CH:31]=[O:32].[Cl:1][c:2]1[cH:3][cH:4][c:5]([CH2:8][CH:9]([CH:10]([CH3:11])[O:12][S:13]([CH3:14])(=[O:15])=[O:16])[c:17]2[cH:18][cH:19][cH:20][cH:21][cH:22]2)[cH:6][cH:7]1.[N-:24]=[N+:25]=[N-:26].[Na+:23].[OH2:27]>>[Cl:1][c:2]1[cH:3][cH:4][c:5]([CH2:8][CH:9]([CH:10]([CH3:11])[N:24]=[N+:25]=[N-:26])[c:17]2[cH:18][cH:19][cH:20][cH:21][cH:22]2)[cH:6][cH:7]1.